Dataset: the Open Reaction Database (ORD), a public repository of structured organic reaction records. Task: describe an organic reaction: reactants, conditions, products, and yield Product: N1CCC(CC1)ON=C1CCN(CC1)C1=C(C=C(C=C1)S(=O)(=O)C)F (1-(2-Fluoro-4-methanesulfonyl-phenyl)-piperidin-4-one O-piperidin-4-yl-oxime). Reported procedure: To a solution of 1-1 (1.88 g, 4 mmol) in 30 mL of DCM, was added TFA (3 mL, 40 mmol) and the reaction mixture was stirred at room temperature for 3 h. It was quenched with saturated NaHCO3, extracted with DCM 3 times, dried and concentrated to give 1.37 g (3.7 mmol) of 63a. Run in C(Cl)Cl (DCM). As a reaction SMILES: [F:1][C:2]1[CH:7]=[C:6]([S:8]([CH3:11])(=[O:10])=[O:9])[CH:5]=[CH:4][C:3]=1[N:12]1[CH2:17][CH2:16][C:15](=[N:18][O:19][CH:20]2[CH2:25][CH2:24][N:23](C(OC(C)(C)C)=O)[CH2:22][CH2:21]2)[CH2:14][CH2:13]1.C(O)(C(F)(F)F)=O>C(Cl)Cl>[NH:23]1[CH2:24][CH2:25][CH:20]([O:19][N:18]=[C:15]2[CH2:16][CH2:17][N:12]([C:3]3[CH:4]=[CH:5][C:6]([S:8]([CH3:11])(=[O:9])=[O:10])=[CH:7][C:2]=3[F:1])[CH2:13][CH2:14]2)[CH2:21][CH2:22]1. The reactants are FC1=C(C=CC(=C1)S(=O)(=O)C)N1CCC(CC1)=NOC1CCN(CC1)C(=O)OC(C)(C)C (tert-Butyl 4-[1-(2-Fluoro-4-methanesulfonylphenyl)piperidin-4-ylideneaminooxy]piperidine-1-carboxylate), C(=O)(C(F)(F)F)O (TFA). Conditions: time 3 hour. Isolated yield 92.5%. Reactants: C(C1=CC=CC=C1)OC(=O)C=1NC(=CC1)C=O (5-formyl-1H-pyrrole-2-carboxylic acid benzyl ester), P(=O)(O)(O)[O-].[Na+] (sodium dihydrogen phosphate), Cl(=O)[O-].[Na+] (sodium chlorite), C=C(C)C (isobutene). Run in C(CCC)O (n-butanol), O (water). Conditions: time 20 hour. Yields the product C(C1=CC=CC=C1)OC(=O)C=1NC(=CC1)C(=O)O (1H-Pyrrole-2,5-dicarboxylic acid monobenzyl ester). RXN SMILES: [CH2:1]([O:8][C:9]([C:11]1[NH:12][C:13]([CH:16]=[O:17])=[CH:14][CH:15]=1)=[O:10])[C:2]1[CH:7]=[CH:6][CH:5]=[CH:4][CH:3]=1.P([O-])(O)(O)=[O:19].[Na+].Cl([O-])=O.[Na+].C=C(C)C>C(O)CCC.O>[CH2:1]([O:8][C:9]([C:11]1[NH:12][C:13]([C:16]([OH:19])=[O:17])=[CH:14][CH:15]=1)=[O:10])[C:2]1[CH:7]=[CH:6][CH:5]=[CH:4][CH:3]=1 |f:1.2,3.4|. Procedure details: To a solution of 5-formyl-1H-pyrrole-2-carboxylic acid benzyl ester (8.0 g) in n-butanol (300 mL) and water (112 mL) was added sodium dihydrogen phosphate (6.28 g), sodium chlorite (9.47 g) and isobutene (58g). The mixture was stirred for 20 h at RT after which it was concentrated. After purification of the residue by flash column chromatography on silica (DCM/MeOH 15:1 to 1:1) 10.0 g of 1H-pyrrole-2,5-dicarboxylic acid monobenzyl ester were obtained. Starting materials: [Br-], CC(=O)[CH-]C(C)=O, C[Mg+], CCOCC, CO, CN1CCCC1=O, Fc1ccc(-c2cn3ccnc(Cl)c3n2)c(F)c1, C1CCOC1. Product: Cc1nccn2cc(-c3ccc(F)cc3F)nc12. RXN SMILES: [Br-:31].[CH-:19]([C:20](=[O:21])[CH3:22])[C:23](=[O:24])[CH3:25].[CH3:32][Mg+:33].[CH3:34][CH2:35][O:36][CH2:37][CH3:38].[CH3:39][OH:40].[CH3:41][N:42]1[CH2:43][CH2:44][CH2:45][C:46]1=[O:47].[Cl:1][c:2]1[c:3]2[n:4]([cH:5][cH:6][n:7]1)[cH:8][c:9](-[c:11]1[c:12]([F:18])[cH:13][c:14]([F:17])[cH:15][cH:16]1)[n:10]2.[O:26]1[CH2:27][CH2:28][CH2:29][CH2:30]1>>[c:2]1([CH3:19])[c:3]2[n:4]([cH:5][cH:6][n:7]1)[cH:8][c:9](-[c:11]1[c:12]([F:18])[cH:13][c:14]([F:17])[cH:15][cH:16]1)[n:10]2. The reactants are [H-].[Na+] (Sodium hydride), CI (Methyl iodide), O (water), ClC1=C(OC2=CC3=C(NC(C(O3)C(=O)OCC)=O)C=C2)C=CC(=C1)C(F)(F)F (ethyl 7-(2-chloro-4-trifluoromethylphenoxy)-3,4-dihydro-3-oxo-2H-1,4-benzoxazine-2-carboxylate), ClC1=C(OC2=CC3=C(NC(C(O3)C(=O)OCC)=O)C=C2)C=CC(=C1)C(F)(F)F (ethyl 7-(2-chloro-4-trifluoromethylphenoxy)-3,4-dihydro-3-oxo-2H-1,4-benzoxazine-2-carboxylate). Solvent: CN(C=O)C (DMF), CN(C=O)C (DMF), CN(C=O)C (dimethylformamide). Conditions: time 10 minute. Product: ClC1=C(OC2=CC3=C(N(C(C(O3)C(=O)OCC)=O)C)C=C2)C=CC(=C1)C(F)(F)F (Ethyl 7-(2-chloro-4-trifluoromethylphenoxy)-4-methyl-3,4-dihydro-3-oxo-2H-1,4-benzoxazine-2-carboxylate). Yield: 48.4%. Reaction SMILES: [H-].[Na+].[Cl:3][C:4]1[CH:26]=[C:25]([C:27]([F:30])([F:29])[F:28])[CH:24]=[CH:23][C:5]=1[O:6][C:7]1[CH:22]=[CH:21][C:10]2[NH:11][C:12](=[O:20])[CH:13]([C:15]([O:17][CH2:18][CH3:19])=[O:16])[O:14][C:9]=2[CH:8]=1.[CH3:31]I.O>CN(C)C=O>[Cl:3][C:4]1[CH:26]=[C:25]([C:27]([F:28])([F:29])[F:30])[CH:24]=[CH:23][C:5]=1[O:6][C:7]1[CH:22]=[CH:21][C:10]2[N:11]([CH3:31])[C:12](=[O:20])[CH:13]([C:15]([O:17][CH2:18][CH3:19])=[O:16])[O:14][C:9]=2[CH:8]=1 |f:0.1|. Procedure details: 60% Sodium hydride (1.0 g) was suspended in dimethylformamide (hereinafter abbreviated as DMF) (5 ml) and under ice-cooling, a DMF solution (5 ml) of ethyl 7-(2-chloro-4-trifluoromethylphenoxy)-3,4-dihydro-3-oxo-2H-1,4-benzoxazine-2-carboxylate (Compound 1) (0.8 g) was dropwise added thereto, followed by stirring for 10 minutes. Methyl iodide (0.4 g) was then added, the mixture was further stirred for 10 minutes, and to the reaction mixture was added water (20 ml) and the mixture was extracted t... Starting materials: COC1=CC=2N(C=C1)C=CN2 (7-Methoxyimidazo[1,2-a]pyridine), O=P(Cl)(Cl)Cl (POCl3), CN(C=O)C (dimethylformamide). Conditions: temperature 90 celsius. The product is COC1=CC=2N(C=C1)C(=CN2)C=O (7-methoxyimidazo[1,2-a]pyridine-3-carbaldehyde). The yield is 69.0%. Reaction SMILES: [CH3:1][O:2][C:3]1[CH:8]=[CH:7][N:6]2[CH:9]=[CH:10][N:11]=[C:5]2[CH:4]=1.O=P(Cl)(Cl)Cl.CN(C)[CH:19]=[O:20]>>[CH3:1][O:2][C:3]1[CH:8]=[CH:7][N:6]2[C:9]([CH:19]=[O:20])=[CH:10][N:11]=[C:5]2[CH:4]=1. Procedure details: 7-Methoxyimidazo[1,2-a]pyridine (621 mg, 4.2 mmol) was mixed with POCl3 (16.8 mmol) in dimethylformamide (4 mL). The reaction mixture was heated at 90° C. for 24 h and then cooled to room temperature. After the solvent was removed in vacuo, an oil was obtained. The oil was purified on a silica gel column eluting with EtOAc/Hexane (1:1) to afford 7-methoxyimidazo[1,2-a]pyridine-3-carbaldehyde (508 mg, 69%). Starting materials: C(C(C)C)C1=CC=C(C=C1)S (4-i-butylthiophenol), [OH-].[K+] (potassium hydroxide), C(C)OC(CC1CC(C(CC1)=O)Br)=O (3-bromo-4-ketocyclohexaneacetic acid ethyl ester). Run in C(C)O (ethanol), C(C)O (ethanol). Yields the product C(C)OC(CC1CC(C(CC1)=O)SC1=CC=C(C=C1)CC(C)C)=O (3-(4-i-butylphenylthio)-4-ketocyclohexane acetic acid ethyl ester). As a reaction SMILES: [CH2:1]([C:5]1[CH:10]=[CH:9][C:8]([SH:11])=[CH:7][CH:6]=1)[CH:2]([CH3:4])[CH3:3].[OH-].[K+].[CH2:14]([O:16][C:17](=[O:27])[CH2:18][CH:19]1[CH2:24][CH2:23][C:22](=[O:25])[CH:21](Br)[CH2:20]1)[CH3:15]>C(O)C>[CH2:14]([O:16][C:17](=[O:27])[CH2:18][CH:19]1[CH2:24][CH2:23][C:22](=[O:25])[CH:21]([S:11][C:8]2[CH:7]=[CH:6][C:5]([CH2:1][CH:2]([CH3:4])[CH3:3])=[CH:10][CH:9]=2)[CH2:20]1)[CH3:15] |f:1.2|. Reported procedure: 31.4 G. of 4-i-butylthiophenol and a solution of 10.6 g. of 85% potassium hydroxide in 300 ml. of ethanol were each placed in a 3 liter three-necked flask, provided with a condenser, nitrogen inlet, dropping funnel and stirrer. The solution was brought to reflux and a solution of 49.5 g. of 3-bromo-4-ketocyclohexaneacetic acid ethyl ester in 500 ml. of ethanol was added over a period of one hour to the refluxing solution. After the addition, the solution was stirred at reflux for one hour, coole... Starting materials: Cc1cc(OS(=O)(=O)C(F)(F)F)c2cccc(OCc3ccccc3)c2n1, C1COCCO1, CCOC(C)=O, C=C[Sn](CCCC)(CCCC)CCCC, CC(C)OC(C)C, [Cl-], [Li+], c1ccc(P(c2ccccc2)(c2ccccc2)[Pd](P(c2ccccc2)(c2ccccc2)c2ccccc2)(P(c2ccccc2)(c2ccccc2)c2ccccc2)P(c2ccccc2)(c2ccccc2)c2ccccc2)cc1. Yields the product C=Cc1cc(C)nc2c(OCc3ccccc3)cccc12. As a reaction SMILES: [CH2:1]([c:2]1[cH:3][cH:4][cH:5][cH:6][cH:7]1)[O:8][c:9]1[cH:10][cH:11][cH:12][c:13]2[c:14]([O:20][S:21]([C:22]([F:23])([F:24])[F:25])(=[O:26])=[O:27])[cH:15][c:16]([CH3:19])[n:17][c:18]12.[CH2:52]1[O:53][CH2:54][CH2:55][O:56][CH2:57]1.[CH3:58][CH2:59][O:60][C:61](=[O:62])[CH3:63].[CH:28](=[CH2:29])[Sn:30]([CH2:31][CH2:32][CH2:33][CH3:34])([CH2:35][CH2:36][CH2:37][CH3:38])[CH2:39][CH2:40][CH2:41][CH3:42].[CH:45]([O:46][CH:47]([CH3:48])[CH3:49])([CH3:50])[CH3:51].[Cl-:44].[Li+:43].[cH:64]1[cH:65][cH:66][c:67]([P:68]([Pd:69]([P:70]([c:71]2[cH:72][cH:73][cH:74][cH:75][cH:76]2)([c:77]2[cH:78][cH:79][cH:80][cH:81][cH:82]2)[c:83]2[cH:84][cH:85][cH:86][cH:87][cH:88]2)([P:89]([c:90]2[cH:91][cH:92][cH:93][cH:94][cH:95]2)([c:96]2[cH:97][cH:98][cH:99][cH:100][cH:101]2)[c:102]2[cH:103][cH:104][cH:105][cH:106][cH:107]2)[P:108]([c:109]2[cH:110][cH:111][cH:112][cH:113][cH:114]2)([c:115]2[cH:116][cH:117][cH:118][cH:119][cH:120]2)[c:121]2[cH:122][cH:123][cH:124][cH:125][cH:126]2)([c:127]2[cH:128][cH:129][cH:130][cH:131][cH:132]2)[c:133]2[cH:134][cH:135][cH:136][cH:137][cH:138]2)[cH:139][cH:140]1>>[CH2:1]([c:2]1[cH:3][cH:4][cH:5][cH:6][cH:7]1)[O:8][c:9]1[cH:10][cH:11][cH:12][c:13]2[c:14]([CH:28]=[CH2:29])[cH:15][c:16]([CH3:19])[n:17][c:18]12. Reactants: ClC=CCON=C(CCC)[C@@H]1C(C[C@H](CC1=O)CC(C)SCC)=O (trans-2-[1-(3-chloroallyloxyimino)butyl]-5-(2-ethylthiopropyl) cyclohexane 1,3-dione), OO (hydrogen peroxide). Solvent: CC(=O)C (acetone). Conditions: time 2 day. The product is ClC=CCON=C(CCC)[C@@H]1C(C[C@H](CC1=O)CC(C)S(=O)CC)=O (Trans-2-[1-(3-chloroallyloxyimino)butyl]-5-(2-ethylsulfinylpropyl) cyclohexane 1,3-dione). As a reaction SMILES: [Cl:1][CH:2]=[CH:3][CH2:4][O:5][N:6]=[C:7]([C@H:11]1[C:16](=[O:17])[CH2:15][C@H:14]([CH2:18][CH:19]([S:21][CH2:22][CH3:23])[CH3:20])[CH2:13][C:12]1=[O:24])[CH2:8][CH2:9][CH3:10].[OH:25]O>CC(C)=O>[Cl:1][CH:2]=[CH:3][CH2:4][O:5][N:6]=[C:7]([C@H:11]1[C:12](=[O:24])[CH2:13][C@H:14]([CH2:18][CH:19]([S:21]([CH2:22][CH3:23])=[O:25])[CH3:20])[CH2:15][C:16]1=[O:17])[CH2:8][CH2:9][CH3:10]. Reported procedure: In this example, a mixture containing 2.2 g of trans-2-[1-(3-chloroallyloxyimino)butyl]-5-(2-ethylthiopropyl) cyclohexane 1,3-dione and 1 ml of aqueous 30% hydrogen peroxide in 10 ml of acetone was stirred at room temperature for about 21/2 days and then concentrated by evaporation. The residue was mixed with 50 ml of ethyl ether, washed with 30 ml of saturated aqueous sodium bicarbonate solution, then washed with 30 ml of water, dried over magnesium sulfate and evaporated to dryness affording 1... Reactants: BrC1=C(C(=CC(=C1)OC(F)F)Br)Cl (1,3-Dibromo-2-chloro-5-(difluoromethoxy)benzene), C([O-])([O-])=O.[Cs+].[Cs+] (cesium carbonate), C(N)(OC(C)(C)C)=O (tert-butyl carbamate), CC1(C2=C(C(=CC=C2)P(C3=CC=CC=C3)C4=CC=CC=C4)OC5=C(C=CC=C51)P(C6=CC=CC=C6)C7=CC=CC=C7)C (XANTPHOS). The reagents and catalysts are C(C)(=O)[O-].[Pd+2].C(C)(=O)[O-] (palladium(ii) acetate). Solvent: O1CCOCC1 (dioxane). Run at temperature 105 celsius. Product: BrC=1C(=C(C=C(C1)OC(F)F)NC(OC(C)(C)C)=O)Cl (tert-butyl (3-bromo-2-chloro-5-(difluoromethoxy)phenyl)carbamate). The yield is 71.9%. As a reaction SMILES: Br[C:2]1[CH:7]=[C:6]([O:8][CH:9]([F:11])[F:10])[CH:5]=[C:4]([Br:12])[C:3]=1[Cl:13].[C:14](=[O:21])([O:16][C:17]([CH3:20])([CH3:19])[CH3:18])[NH2:15].CC1(C)C2C(=C(P(C3C=CC=CC=3)C3C=CC=CC=3)C=CC=2)OC2C(P(C3C=CC=CC=3)C3C=CC=CC=3)=CC=CC1=2.C(=O)([O-])[O-].[Cs+].[Cs+]>O1CCOCC1.C([O-])(=O)C.[Pd+2].C([O-])(=O)C>[Br:12][C:4]1[C:3]([Cl:13])=[C:2]([NH:15][C:14](=[O:21])[O:16][C:17]([CH3:20])([CH3:19])[CH3:18])[CH:7]=[C:6]([O:8][CH:9]([F:11])[F:10])[CH:5]=1 |f:3.4.5,7.8.9|. Procedure details: 1,3-Dibromo-2-chloro-5-(difluoromethoxy)benzene (4.38 g, 13.02 mmol), tert-butyl carbamate (1.220 g, 10.42 mmol), palladium(ii) acetate (0.146 g, 0.651 mmol), XANTPHOS (0.942 g, 1.628 mmol) and cesium carbonate (16.97 g, 52.1 mmol) were suspended in dioxane (87 ml) at room temperature. The reaction mixture was degassed through evacuating under vacuum and backfilling with N2 (Repeated 3×) and heated to 105° C. for 2 h. After cooling to room temperature, the reaction mixture was diluted with EtOAc... The reactants are [Si](C)(C)(C(C)(C)C)O[C@@H]1C=C2C=C[C@@H]([C@@H]([C@H]2[C@H](C1)OC(C(CC)OC1=C(C=CC=C1)Cl)=O)CC[C@@H]1C[C@H](CC(O1)=O)O[Si](C)(C)C(C)(C)C)C ((4R,6R)-6-([1S,2S,6S,8S,8aR]-2-{1,2,6,7,8,8a-hexahydro-6-t-butyldimethylsilyloxy-8-[(2RS)-2-(2-chlorophenoxy)butyryloxy]-2-methyl-1-naphthyl}ethyl)tetrahydro-4-t-butyldimethylsilyloxy-2H-pyran-2-one), solution, [F-].C(CCC)[N+](CCCC)(CCCC)CCCC (tetrabutylammonium fluoride). The solvent is O1CCCC1 (tetrahydrofuran). Product: O[C@@H]1C=C2C=C[C@@H]([C@@H]([C@H]2[C@H](C1)OC(C(CC)OC1=C(C=CC=C1)Cl)=O)CC[C@@H]1C[C@H](CC(O1)=O)O)C ((4R,6R)-6-([1S,2S,6S,8S,8aR]-2-{1,2,6,7,8,8a-Hexahydro-6-hydroxy-8-[(2RS)-2-(2-chlorophenoxy)butyryloxy]-2-methyl-1-naphthyl}ethyl)tetrahydro-4-hydroxy-2 H-pyran-2-one). Isolated yield 61.2%. As a reaction SMILES: [Si]([O:8][C@H:9]1[CH2:18][C@H:17]([O:19][C:20](=[O:32])[CH:21]([O:24][C:25]2[CH:30]=[CH:29][CH:28]=[CH:27][C:26]=2[Cl:31])[CH2:22][CH3:23])[C@H:16]2[C:11]([CH:12]=[CH:13][C@H:14]([CH3:50])[C@@H:15]2[CH2:33][CH2:34][C@H:35]2[O:40][C:39](=[O:41])[CH2:38][C@H:37]([O:42][Si](C(C)(C)C)(C)C)[CH2:36]2)=[CH:10]1)(C(C)(C)C)(C)C.[F-].C([N+](CCCC)(CCCC)CCCC)CCC>O1CCCC1>[OH:8][C@H:9]1[CH2:18][C@H:17]([O:19][C:20](=[O:32])[CH:21]([O:24][C:25]2[CH:30]=[CH:29][CH:28]=[CH:27][C:26]=2[Cl:31])[CH2:22][CH3:23])[C@H:16]2[C:11]([CH:12]=[CH:13][C@H:14]([CH3:50])[C@@H:15]2[CH2:33][CH2:34][C@H:35]2[O:40][C:39](=[O:41])[CH2:38][C@H:37]([OH:42])[CH2:36]2)=[CH:10]1 |f:1.2|. Procedure: A procedure similar to that described in Example 2, above, was followed, but using 1.27 g of (4R,6R)-6-([1S,2S,6S,8S,8aR]-2-{1,2,6,7,8,8a-hexahydro-6-t-butyldimethylsilyloxy-8-[(2RS)-2-(2-chlorophenoxy)butyryloxy]-2-methyl-1-naphthyl}ethyl)tetrahydro-4-t-butyldimethylsilyloxy-2H-pyran-2-one [prepared as described inExample 85, above] and 40.8 ml of a 1.0 molar solution of tetrabutylammonium fluoride in tetrahydrofuran, to give 0.54 g of the title compound as white crystals, melting at between 14...